This data is from the Open Reaction Database (ORD), a public repository of structured organic reaction records. The task is: describe an organic reaction: reactants, conditions, products, and yield The reactants are N([C@H](CC1=CNC=N1)C(=O)N[C@@H](CC1=CC=C(C=C1)OCC1=CC=CC=C1)C(=O)NCCC1=CC=CC=C1)C(=O)OCC1C2=CC=CC=C2C2=CC=CC=C12 (Fmoc-D-His-Tyr(OBn)-CONH(CH2)2Ph), N1CCCCC1 (piperdine). Solvent: ClCl (Cl2). Conditions: time 2 hour. The product is N[C@H](CC1=CNC=N1)C(=O)N[C@@H](CC1=CC=C(C=C1)OCC1=CC=CC=C1)C(=O)NCCC1=CC=CC=C1 (D-His-Tyr(OBn)-CONH(CH2)2Ph). As a reaction SMILES: [NH:1](C(OCC1C2C(=CC=CC=2)C2C1=CC=CC=2)=O)[C@@H:2]([C:9]([NH:11][C@H:12]([C:28]([NH:30][CH2:31][CH2:32][C:33]1[CH:38]=[CH:37][CH:36]=[CH:35][CH:34]=1)=[O:29])[CH2:13][C:14]1[CH:19]=[CH:18][C:17]([O:20][CH2:21][C:22]2[CH:27]=[CH:26][CH:25]=[CH:24][CH:23]=2)=[CH:16][CH:15]=1)=[O:10])[CH2:3][C:4]1[N:8]=[CH:7][NH:6][CH:5]=1.N1CCCCC1>ClCl>[NH2:1][C@@H:2]([C:9]([NH:11][C@H:12]([C:28]([NH:30][CH2:31][CH2:32][C:33]1[CH:34]=[CH:35][CH:36]=[CH:37][CH:38]=1)=[O:29])[CH2:13][C:14]1[CH:19]=[CH:18][C:17]([O:20][CH2:21][C:22]2[CH:23]=[CH:24][CH:25]=[CH:26][CH:27]=2)=[CH:16][CH:15]=1)=[O:10])[CH2:3][C:4]1[N:8]=[CH:7][NH:6][CH:5]=1. Procedure details: Fmoc-D-His-Tyr(OBn)-CONH(CH2)2Ph (0.6 g, 0.8 mmol) in CH2 Cl2 (5 mL) was treated with piperdine (0.14 g, 1.6 mmol). The resulting mixture was stirred 2 hours before concentrating in vacuo and purifying the resulting by flash chromatography (SiO2, CHCl3 :MeOH eluent) to give D-His-Tyr(OBn)-CONH(CH2)2Ph. The foam was dissolved in CH2C2 (5 mL) and treated with 4-phenoxyphenyl isocyanate (0.05 g, 0.23 mmol). The resulting mixture was stirred 1 hour at room temperature, concentrated in vacuo, and pur... Starting materials: CC(C)(C)OC(=O)Nc1cc(CBr)ccn1, CCOC(=O)CC(=O)OCC, C1CCOC1, [H-], [Na+]. Product: CCOC(=O)C(Cc1ccnc(NC(=O)OC(C)(C)C)c1)C(=O)OCC. Reaction SMILES: [C:14]([CH3:15])([CH3:16])([CH3:17])[O:18][C:19]([NH:20][c:21]1[n:22][cH:23][cH:24][c:25]([CH2:27][Br:28])[cH:26]1)=[O:29].[C:3]([CH2:4][C:5](=[O:6])[O:7][CH2:8][CH3:9])(=[O:10])[O:11][CH2:12][CH3:13].[CH2:30]1[O:31][CH2:32][CH2:33][CH2:34]1.[H-:2].[Na+:1]>>[C:3]([CH:4]([C:5](=[O:6])[O:7][CH2:8][CH3:9])[CH2:27][c:25]1[cH:24][cH:23][n:22][c:21]([NH:20][C:19]([O:18][C:14]([CH3:15])([CH3:16])[CH3:17])=[O:29])[cH:26]1)(=[O:10])[O:11][CH2:12][CH3:13].